describe an organic reaction: reactants, conditions, products, and yield From a dataset of the Open Reaction Database (ORD), a public repository of structured organic reaction records. Starting materials: CC=1C=C(C=CC1)CN1C2=CC=CC(=C2C=2C(=CC(=CC12)C)OCC(=O)OC)C(N)=O ({9-[(3-methylphenyl)methyl)-2-methyl-5-carbamoylcarbazol-4-yl}oxyacetic acid, methyl ester), [OH-].[Na+] (NaOH), Cl (HCl). Run in C(C)O (ethanol). Run at time 1 hour. Yields the product CC=1C=C(C=CC1)CN1C2=CC=CC(=C2C=2C(=CC(=CC12)C)OCC(=O)O)C(N)=O ({9-[(3-methylphenyl)methyl]-2-methyl-5-carbamoylcarbazol-4-yl}oxyacetic acid). The yield is 98.3%. Reaction SMILES: [CH3:1][C:2]1[CH:3]=[C:4]([CH2:8][N:9]2[C:21]3[CH:20]=[C:19]([CH3:22])[CH:18]=[C:17]([O:23][CH2:24][C:25]([O:27]C)=[O:26])[C:16]=3[C:15]3[C:10]2=[CH:11][CH:12]=[CH:13][C:14]=3[C:29](=[O:31])[NH2:30])[CH:5]=[CH:6][CH:7]=1.[OH-].[Na+].Cl>C(O)C>[CH3:1][C:2]1[CH:3]=[C:4]([CH2:8][N:9]2[C:21]3[CH:20]=[C:19]([CH3:22])[CH:18]=[C:17]([O:23][CH2:24][C:25]([OH:27])=[O:26])[C:16]=3[C:15]3[C:10]2=[CH:11][CH:12]=[CH:13][C:14]=3[C:29](=[O:31])[NH2:30])[CH:5]=[CH:6][CH:7]=1 |f:1.2|. Procedure details: A solution of {9-[(3-methylphenyl)methyl)-2-methyl-5-carbamoylcarbazol-4-yl}oxyacetic acid, methyl ester (0.12 g, 0.288 mM) and 1.4 mL (2.8 mM) of 2 N NaOH in 14 mL of ethanol was stirred for 30 minutes at 25° C. The reaction was acidified with 1N HCl to pH=2. After stirring 1 hour, the resultant white precipitate was collected by filtration, washed with water, then dried in vacuo to afford 114 mg (95%) {9-[(3-methylphenyl)methyl]-2-methyl-5-carbamoylcarbazol-4-yl}oxyacetic acid. 1H NMR (DMSO-d6...